Dataset: the Open Reaction Database (ORD), a public repository of structured organic reaction records. Task: describe an organic reaction: reactants, conditions, products, and yield Starting materials: O=C([O-])[O-], C=CCBr, CNCCC1(c2cccc(OC)c2)C=CCCC1, CC(C)=O, [K+], [K+]. Product: C=CCN(C)CCC1(c2cccc(OC)c2)C=CCCC1. Reaction SMILES: [C:19](=[O:20])([O-:21])[O-:22].[CH2:25]([CH:26]=[CH2:27])[Br:28].[CH3:1][O:2][c:3]1[cH:4][c:5]([C:9]2([CH2:15][CH2:16][NH:17][CH3:18])[CH:10]=[CH:11][CH2:12][CH2:13][CH2:14]2)[cH:6][cH:7][cH:8]1.[CH3:29][C:30](=[O:31])[CH3:32].[K+:23].[K+:24]>>[CH3:1][O:2][c:3]1[cH:4][c:5]([C:9]2([CH2:15][CH2:16][N:17]([CH3:18])[CH2:25][CH:26]=[CH2:27])[CH:10]=[CH:11][CH2:12][CH2:13][CH2:14]2)[cH:6][cH:7][cH:8]1. Reactants: C(C)(C)[N-]C(C)C.[Li+] (lithium diisopropylamide), C(C)OCN1C(=O)NC(=O)C(=C1)CC (1-ethoxymethyl-5-ethyluracil), O1CCCC1 (tetrahydrofuran), O1CCCC1 (tetrahydrofuran), O1CCCC1 (tetrahydrofuran), C1(=CC=CC=C1)SSC1=CC=CC=C1 (diphenyl disulfide), O1CCCC1 (tetrahydrofuran), C(C)(=O)O (acetic acid). The solvent is C(C)(=O)OCC (ethyl acetate). Conditions: temperature -70 celsius, time 1 hour. Product: C(C)OCN1C(=S)NC(=O)C(=C1C1=CC=CC=C1)CC (1-ethoxymethyl-5-ethyl-6-phenylthiouracil). Isolated yield 32.0%. As a reaction SMILES: C([N-][CH:5]([CH3:7])[CH3:6])(C)C.[Li+].[CH2:9]([O:11][CH2:12][N:13]1[CH:20]=[C:19]([CH2:21][CH3:22])[C:17](=[O:18])[NH:16][C:14]1=O)[CH3:10].C1([S:29]SC2C=CC=CC=2)C=CC=CC=1.C(O)(=O)C.O1C[CH2:44][CH2:43][CH2:42]1>C(OCC)(=O)C>[CH2:9]([O:11][CH2:12][N:13]1[C:20]([C:6]2[CH:5]=[CH:7][CH:44]=[CH:43][CH:42]=2)=[C:19]([CH2:21][CH3:22])[C:17](=[O:18])[NH:16][C:14]1=[S:29])[CH3:10] |f:0.1|. Procedure details: Then, 2.2 ml of lithium diisopropylamide (4.4 mmol) solution in tetrahydrofuran (2.1M) was added to 6 ml of tetrahydrofuran under a nitrogen atmosphere at −70° C., to which a solution of 0.40 g (2.0 mmol) of 1-ethoxymethyl-5-ethyluracil in 3 ml of tetrahydrofuran was added dropwise over 15 minute. After stirring for 1 hour at −70° C., the reaction mixture was added with a solution of 0.57 g of diphenyl disulfide in 2 ml of tetrahydrofuran dropwise over 10 minutes and allowed to react for 30 minu... The reactants are FC(OC1=CC=C(CNC(=O)[C@@H]2N(CCNC2)S(=O)(=O)C2=CC=C(C=C2)OC(F)(F)F)C=C1)(F)F ((R)-1-(4-trifluoromethoxy-benzenesulfonyl)-piperazine-2-carboxylic acid 4-trifluoromethoxy-benzylamide), ClC=1SC2=C(C=NNC2=O)N1 (2-chloro-6H-thiazolo[4,5-d]pyridazin-7-one), C(C)(C)O (isopropanol). Run in C(C)N(CC)CC (triethylamine). Product: FC(OC1=CC=C(CNC(=O)[C@@H]2N(CCN(C2)C=2SC3=C(C=NNC3=O)N2)S(=O)(=O)C2=CC=C(C=C2)OC(F)(F)F)C=C1)(F)F ((R)-4-(7-oxo-6,7-dihydrothiazolo[4,5-d]pyridazin-2-yl)-1-(4-trifluoromethoxy-benzenesulfonyl)-piperazine-2-carboxylic acid 4-trifluoromethoxy-benzylamide). The yield is 92.7%. RXN SMILES: [F:1][C:2]([F:35])([F:34])[O:3][C:4]1[CH:33]=[CH:32][C:7]([CH2:8][NH:9][C:10]([C@H:12]2[CH2:17][NH:16][CH2:15][CH2:14][N:13]2[S:18]([C:21]2[CH:26]=[CH:25][C:24]([O:27][C:28]([F:31])([F:30])[F:29])=[CH:23][CH:22]=2)(=[O:20])=[O:19])=[O:11])=[CH:6][CH:5]=1.Cl[C:37]1[S:38][C:39]2[C:44](=[O:45])[NH:43][N:42]=[CH:41][C:40]=2[N:46]=1.C(O)(C)C>C(N(CC)CC)C>[F:35][C:2]([F:1])([F:34])[O:3][C:4]1[CH:5]=[CH:6][C:7]([CH2:8][NH:9][C:10]([C@H:12]2[CH2:17][N:16]([C:37]3[S:38][C:39]4[C:44](=[O:45])[NH:43][N:42]=[CH:41][C:40]=4[N:46]=3)[CH2:15][CH2:14][N:13]2[S:18]([C:21]2[CH:26]=[CH:25][C:24]([O:27][C:28]([F:29])([F:30])[F:31])=[CH:23][CH:22]=2)(=[O:19])=[O:20])=[O:11])=[CH:32][CH:33]=1. Procedure details: To a mixed solution of the compound (26 mg) obtained in Example 783, the compound (10 mg) obtained in Step 6 and isopropanol (1.0 ml) was added triethylamine (14 μl) at room temperature, and the mixture was heated under reflux overnight. The reaction mixture was concentrated under reduced pressure, and the residue was purified by thin layer silica gel chromatography (methanol:chloroform=1:20, developed twice) to give the title compound (31 mg). Reactants: ClC1=C(C(C(=O)O)=CC(=C1)Cl)N (3,5-dichloroanthranilic acid), C(C)(C)O (isopropanol), Cl (hydrochloric acid), 100, N(=O)[O-].[Na+] (NaNO2). Run in O (water), O (water). The product is ClC=1C=C(C(=O)O)C=C(C1)Cl (3,5-dichlorobenzoic acid). Yield: 95.0%. As a reaction SMILES: [Cl:1][C:2]1[CH:10]=[C:9]([Cl:11])[CH:8]=[C:4]([C:5]([OH:7])=[O:6])[C:3]=1N.C(O)(C)C.Cl.N([O-])=O.[Na+]>O>[Cl:1][C:2]1[CH:3]=[C:4]([CH:8]=[C:9]([Cl:11])[CH:10]=1)[C:5]([OH:7])=[O:6] |f:3.4|. Procedure: 206 parts of 3,5-dichloroanthranilic acid are introduced into 200 parts of isopropanol and 800 parts of 18 percent strength by weight hydrochloric acid. A solution of 100 parts of NaNO2 in 140 parts of water are run in at 80° C., resulting in the uniform evolution of nitrogen. The mixture is cooled, 500 parts of water are added and the product is filtered off. 182 parts (95% of theory) of 3,5-dichlorobenzoic acid of melting point 178°-180° C. are obtained. The reactants are C(C)(C)(C)OC(=O)N1CCC(CCC1)CCNCCO (N-[2-(1-tert.butyloxycarbonyl-1-aza-4-cycloheptyl)-ethyl]-ethanolamine), C(O)CN (ethanolamine), C1CCCCC1.C(C)(=O)OCC (cyclohexane ethyl acetate), amine, C(C)(C)(C)OC(=O)N1CCC(CCC1)CCOS(=O)(=O)C (1-tert.butyloxycarbonyl-4-[2-(methane-sulfonyloxy)-ethyl]-1-azacycloheptane). Product: C(C)(C)(C)OC(=O)N1CCC(CCC1)CCN(C(=O)NC1=CC=C(C=C1)CCC(=O)OC)CCO (N-[2-(1-tert.butyloxycarbonyl-1-aza-4-cycloheptyl)-ethyl]-N-(2-hydroxyethyl)-N'-[4-[2-(methoxycarbonyl)-ethyl]-phenyl]-urea). As a reaction SMILES: [C:1]([O:5][C:6]([N:8]1[CH2:14][CH2:13][CH2:12][CH:11]([CH2:15][CH2:16][NH:17][CH2:18][CH2:19][OH:20])[CH2:10][CH2:9]1)=[O:7])([CH3:4])([CH3:3])[CH3:2].C(O[C:26]([N:28]1[CH2:34][CH2:33][CH2:32][CH:31]([CH2:35][CH2:36]OS(C)(=O)=O)[CH2:30][CH2:29]1)=[O:27])(C)(C)C.C(CN)O.C1CCCCC1.[C:52]([O:55][CH2:56]C)(=[O:54])C>>[C:1]([O:5][C:6]([N:8]1[CH2:14][CH2:13][CH2:12][CH:11]([CH2:15][CH2:16][N:17]([CH2:18][CH2:19][OH:20])[C:26]([NH:28][C:34]2[CH:33]=[CH:32][C:31]([CH2:30][CH2:29][C:52]([O:55][CH3:56])=[O:54])=[CH:35][CH:36]=2)=[O:27])[CH2:10][CH2:9]1)=[O:7])([CH3:4])([CH3:3])[CH3:2] |f:3.4|. Procedure: The N-[2-(1-tert.butyloxycarbonyl-1-aza-4-cycloheptyl)-ethyl]-ethanolamine used as amine component is obtained by reacting 1-tert.butyloxycarbonyl-4-[2-(methane-sulfonyloxy)-ethyl]-1-azacycloheptane with ethanolamine. Rf value: 0.27 (Silica gel; cyclohexane/ethyl acetate=3:7) Starting materials: C(C)OC(=O)C=1NC=2C[C@H]3[C@@H](C2C1)[C@H]3CCC3=CC=CC=C3 ((1S,1aS,5aR)-1-phenethyl-1a,4,5,5a-tetrahydro-1H-4-aza-cyclopropa[α]pentalene-3-carboxylic acid ethyl ester), [OH-].[Li+] (lithium hydroxide), CO (methanol). Solvent: C1CCOC1 (THF). Yields the product C(CC1=CC=CC=C1)[C@@H]1[C@H]2[C@@H]1CC=1NC(=CC21)C(=O)O ((1S,1aS,5aR)-1-phenethyl-1a,4,5,5a-tetrahydro-1H-4-aza-cyclopropa[α]pentalene-3-carboxylic acid). Reaction SMILES: C([O:3][C:4]([C:6]1[NH:7][C:8]2[CH2:9][C@@H:10]3[C@H:14]([CH2:15][CH2:16][C:17]4[CH:22]=[CH:21][CH:20]=[CH:19][CH:18]=4)[C@@H:11]3[C:12]=2[CH:13]=1)=[O:5])C.[OH-].[Li+].CO>C1COCC1>[CH2:15]([C@H:14]1[C@H:10]2[CH2:9][C:8]3[NH:7][C:6]([C:4]([OH:5])=[O:3])=[CH:13][C:12]=3[C@@H:11]12)[CH2:16][C:17]1[CH:18]=[CH:19][CH:20]=[CH:21][CH:22]=1 |f:1.2|. Reported procedure: The title compound was synthesized from ±(1S,1aS,5aR)-1-phenethyl-1a,4,5,5a-tetrahydro-1H-4-aza-cyclopropa[α]pentalene-3-carboxylic acid ethyl ester (295 mg, 1.0 mmol) and lithium hydroxide (419 mg, 10.0 mmol in 7 mL water) according to General Procedure 7. A 1:1 mixture of methanol (MeOH) and THF (14 mL) was used. The resulting product was purified by chromatography, eluting with heptane-EtOAc, 0 to 50% EtOAc. 225 mg. 1H NMR (400 MHz, CHLOROFORM-d) δ ppm 0.93-1.06 (m, 1H), 1.07-1.17 (m, 1H), 1.... Reactants: C(C)(=O)N(C1=C(C=CC=C1)OC1=CC=CC=C1)CC1=C(C=CC=C1)[N+](=O)[O-] (N-acetyl-N-(2-nitrobenzyl)-2-phenoxyaniline), C(Cl)(Cl)Cl (chloroform). The reagents and catalysts are [Pt](=O)=O (platinum dioxide). Run in CO (methanol). Conditions: time 8 hour. The product is C(C)(=O)N(C1=C(C=CC=C1)OC1=CC=CC=C1)CC1=C(C=CC=C1)N (N-acetyl-N-(2-aminobenzyl)-2-phenoxyaniline). Isolated yield 93.8%. Reaction SMILES: [C:1]([N:4]([CH2:18][C:19]1[CH:24]=[CH:23][CH:22]=[CH:21][C:20]=1[N+:25]([O-])=O)[C:5]1[CH:10]=[CH:9][CH:8]=[CH:7][C:6]=1[O:11][C:12]1[CH:17]=[CH:16][CH:15]=[CH:14][CH:13]=1)(=[O:3])[CH3:2].C(Cl)(Cl)Cl>CO.[Pt](=O)=O>[C:1]([N:4]([CH2:18][C:19]1[CH:24]=[CH:23][CH:22]=[CH:21][C:20]=1[NH2:25])[C:5]1[CH:10]=[CH:9][CH:8]=[CH:7][C:6]=1[O:11][C:12]1[CH:17]=[CH:16][CH:15]=[CH:14][CH:13]=1)(=[O:3])[CH3:2]. Reported procedure: In 80 ml of methanol was dissolved 8.00 g of N-acetyl-N-(2-nitrobenzyl)-2-phenoxyaniline synthesized in the same manner as in Example 3, and then 66 mg of platinum dioxide was added, followed by stirring under a hydrogen atmosphere at room temperature overnight. To the reaction mixture was added 40 ml of chloroform for dissolving the precipitate, and the catalyst was removed by filtration. The filtrate was concentrated under reduced pressure, and the residue was recrystallized from methanol to g... Reactants: COC(=O)C1CCCCCC1N, [NH4+], [OH-], O. The product is NC(=O)C1CCCCCC1N. RXN SMILES: [CH3:1][O:2][C:3](=[O:4])[CH:5]1[CH:6]([NH2:12])[CH2:7][CH2:8][CH2:9][CH2:10][CH2:11]1.[NH4+:14].[OH-:13].[OH2:15]>>[O:2]=[C:3]([CH:5]1[CH:6]([NH2:12])[CH2:7][CH2:8][CH2:9][CH2:10][CH2:11]1)[NH2:14].